This data is from the Open Reaction Database (ORD), a public repository of structured organic reaction records. The task is: describe an organic reaction: reactants, conditions, products, and yield Reactants: CC1(C(C1C=CC(=O)OC1CCC1)C(=O)O)C (2,2-dimethyl-3-(3-cyclobutoxy-3-oxo-1-propenyl)-cyclopropane-carboxylic acid), C1(=CC=C(C=C1)S(=O)(=O)O)C (p-toluene sulfonic acid). Run in C1(=CC=CC=C1)C (toluene). Product: CC1(C(C1C=CC(=O)OCC1CC1)C(=O)O)C (2,2-dimethyl-3-(3-cyclopropylmethoxy-3-oxo-1-propenyl) cyclopropane-carboxylic acid). Reaction SMILES: [CH3:1][C:2]1([CH3:17])[CH:4]([CH:5]=[CH:6][C:7]([O:9][CH:10]2[CH2:13][CH2:12][CH2:11]2)=[O:8])[CH:3]1[C:14]([OH:16])=[O:15].C1(C)C=CC(S(O)(=O)=O)=CC=1>C1(C)C=CC=CC=1>[CH3:17][C:2]1([CH3:1])[CH:4]([CH:5]=[CH:6][C:7]([O:9][CH2:10][CH:13]2[CH2:12][CH2:11]2)=[O:8])[CH:3]1[C:14]([OH:16])=[O:15]. Procedure details: A mixture of 12.32 g of the product of Step A, 0.6 g of p-toluene sulfonic acid and 120 ml of toluene was refluxed for 45 minutes and was cooled and evaporated to dryness under reduced pressure. The residue was chromatographed over silica gel and was eluted with a 7-3 n-hexane-ethyl acetate mixture containing 1% o acetic acid to obtain 8.94 g of (1R, cis, ΔZ) 2,2-dimethyl-3-(3-cyclopropylmethoxy-3-oxo-1-propenyl) cyclopropane-carboxylic acid melting at 106° C. The reactants are CCCc1nc(C)n(-c2ccc(OC3CCC(O[Si](C)(C)C(C)(C)C)CC3)cc2)c(=O)c1Cc1ccc(-c2ccccc2-c2noc(=O)[nH]2)cc1, CCCC[N+](CCCC)(CCCC)CCCC, CCOC(C)=O, [F-], C1CCOC1, O. Product: CCCc1nc(C)n(-c2ccc(OC3CCC(O)CC3)cc2)c(=O)c1Cc1ccc(-c2ccccc2-c2noc(=O)[nH]2)cc1. RXN SMILES: [C:1]([Si:2]([CH3:3])([CH3:4])[O:6][CH:7]1[CH2:8][CH2:9][CH:10]([O:13][c:14]2[cH:15][cH:16][c:17](-[n:20]3[c:21]([CH3:49])[n:22][c:23]([CH2:46][CH2:47][CH3:48])[c:24]([CH2:27][c:28]4[cH:29][cH:30][c:31](-[c:34]5[c:35](-[c:40]6[n:41][o:42][c:43](=[O:45])[nH:44]6)[cH:36][cH:37][cH:38][cH:39]5)[cH:32][cH:33]4)[c:25]3=[O:26])[cH:18][cH:19]2)[CH2:11][CH2:12]1)([CH3:5])([CH3:50])[CH3:51].[CH3:53][CH2:54][CH2:55][CH2:56][N+:57]([CH2:58][CH2:59][CH2:60][CH3:61])([CH2:62][CH2:63][CH2:64][CH3:65])[CH2:66][CH2:67][CH2:68][CH3:69].[CH3:70][CH2:71][O:72][C:73](=[O:74])[CH3:75].[F-:52].[O:77]1[CH2:78][CH2:79][CH2:80][CH2:81]1.[OH2:76]>>[OH:6][CH:7]1[CH2:8][CH2:9][CH:10]([O:13][c:14]2[cH:15][cH:16][c:17](-[n:20]3[c:21]([CH3:49])[n:22][c:23]([CH2:46][CH2:47][CH3:48])[c:24]([CH2:27][c:28]4[cH:29][cH:30][c:31](-[c:34]5[c:35](-[c:40]6[n:41][o:42][c:43](=[O:45])[nH:44]6)[cH:36][cH:37][cH:38][cH:39]5)[cH:32][cH:33]4)[c:25]3=[O:26])[cH:18][cH:19]2)[CH2:11][CH2:12]1. Reactants: BrC1=CC(N(C=C1)C(C(=O)OCC)CC1CC1)=O (ethyl 2-(4-bromo-2-oxopyridin-1(2H)-yl)-3-cyclopropylpropanoate), ClC=1C=CC(=C(C1)B(O)O)C(F)(F)F (5-chloro-2-trifluoromethylphenylboronic acid). Reagents/catalysts: C=1C=CC(=CC1)[P](C=2C=CC=CC2)(C=3C=CC=CC3)[Pd]([P](C=4C=CC=CC4)(C=5C=CC=CC5)C=6C=CC=CC6)([P](C=7C=CC=CC7)(C=8C=CC=CC8)C=9C=CC=CC9)[P](C=1C=CC=CC1)(C=1C=CC=CC1)C=1C=CC=CC1 (tetrakis(triphenylphosphine)palladium(0)). Product: ClC=1C=CC(=C(C1)C1=CC(N(C=C1)C(C(=O)OCC)CC1CC1)=O)C(F)(F)F (Ethyl 2-{4-[5-chloro-2-(trifluoromethyl)phenyl]-2-oxopyridin-1(2H)-yl}-3-cyclopropylpropanoate). As a reaction SMILES: Br[C:2]1[CH:7]=[CH:6][N:5]([CH:8]([CH2:14][CH:15]2[CH2:17][CH2:16]2)[C:9]([O:11][CH2:12][CH3:13])=[O:10])[C:4](=[O:18])[CH:3]=1.[Cl:19][C:20]1[CH:21]=[CH:22][C:23]([C:29]([F:32])([F:31])[F:30])=[C:24](B(O)O)[CH:25]=1>C1C=CC([P]([Pd]([P](C2C=CC=CC=2)(C2C=CC=CC=2)C2C=CC=CC=2)([P](C2C=CC=CC=2)(C2C=CC=CC=2)C2C=CC=CC=2)[P](C2C=CC=CC=2)(C2C=CC=CC=2)C2C=CC=CC=2)(C2C=CC=CC=2)C2C=CC=CC=2)=CC=1>[Cl:19][C:20]1[CH:21]=[CH:22][C:23]([C:29]([F:30])([F:31])[F:32])=[C:24]([C:2]2[CH:7]=[CH:6][N:5]([CH:8]([CH2:14][CH:15]3[CH2:17][CH2:16]3)[C:9]([O:11][CH2:12][CH3:13])=[O:10])[C:4](=[O:18])[CH:3]=2)[CH:25]=1 |^1:36,38,57,76|. Reported procedure: 250 mg (0.8 mmol) of ethyl 2-(4-bromo-2-oxopyridin-1(2H)-yl)-3-cyclopropylpropanoate (racemate) and 214 mg (0.96 mmol) of 5-chloro-2-trifluoromethylphenylboronic acid in the presence of tetrakis(triphenylphosphine)palladium(0) were reacted according to General Method 2A. Yield: 35 mg (purity 87%, 9% of theory) of the title compound and 70 mg (22% of theory) of the product which is already hydrolysed (Example 6.1F) Reactants: N#Cc1ccc(C2CCNCC2)cc1, COC(=O)CC1CCN(C(=O)Oc2ccc([N+](=O)[O-])cc2)CC1, CCOC(C)=O. Product: COC(=O)CC1CCN(C(=O)N2CCC(c3ccc(C#N)cc3)CC2)CC1. As a reaction SMILES: [C:1](#[N:2])[c:3]1[cH:4][cH:5][c:6]([CH:9]2[CH2:10][CH2:11][NH:12][CH2:13][CH2:14]2)[cH:7][cH:8]1.[CH3:15][O:16][C:17](=[O:18])[CH2:19][CH:20]1[CH2:21][CH2:22][N:23]([C:26](=[O:27])[O:28][c:29]2[cH:30][cH:31][c:32]([N+:33]([O-:34])=[O:35])[cH:36][cH:37]2)[CH2:24][CH2:25]1.[CH3:38][CH2:39][O:40][C:41](=[O:42])[CH3:43]>>[C:1](#[N:2])[c:3]1[cH:4][cH:5][c:6]([CH:9]2[CH2:10][CH2:11][N:12]([C:26]([N:23]3[CH2:22][CH2:21][CH:20]([CH2:19][C:17]([O:16][CH3:15])=[O:18])[CH2:25][CH2:24]3)=[O:27])[CH2:13][CH2:14]2)[cH:7][cH:8]1. Reaction SMILES: [NH2:1][N:2]1[N:11]=[C:10]([C:12]2[CH:17]=[CH:16][C:15]([O:18][CH3:19])=[CH:14][CH:13]=2)[C:9]2[C:4](=[CH:5][CH:6]=[CH:7][CH:8]=2)[C:3]1=[O:20].[CH3:21][CH:22]1[CH2:27][CH2:26][CH:25]([CH2:28][C:29](O)=[O:30])[CH2:24][CH2:23]1>>[CH3:19][O:18][C:15]1[CH:16]=[CH:17][C:12]([C:10]2[C:9]3[C:4](=[CH:5][CH:6]=[CH:7][CH:8]=3)[C:3](=[O:20])[N:2]([NH:1][C:29](=[O:30])[CH2:28][CH:25]3[CH2:26][CH2:27][CH:22]([CH3:21])[CH2:23][CH2:24]3)[N:11]=2)=[CH:13][CH:14]=1. Procedure details: The product from Example 151A and 2-(4-methylcyclohexyl)acetic acid were treated using a method similar to that described in Example 5 to give the title compound. 1H NMR (300 MHz, DMSO-d6) δ ppm 11.31 (s, 1H), 8.37-8.44 (m, 1H), 7.86-8.04 (m, 2H), 7.74-7.80 (m, 1H), 7.51-7.55 (m, 2H), 7.10-7.14 (m, 2H), 3.85 (s, 3H), 2.23-2.34 (m, 2H), 1.95-2.09 (m, 1H), 1.77-1.88 (m, 1H), 1.42-1.72 (m, 5H), 1.20-1.35 (m, 2H), 0.88-1.06 (m, 1H), 0.92 (d, J=6.7 Hz, 3H); MS (ESI+) M/Z 406 (M+H)+. Reactants: NN1C(C2=CC=CC=C2C(=N1)C1=CC=C(C=C1)OC)=O (2-amino-4-(4-methoxyphenyl)phthalazin-1(2H)-one), CC1CCC(CC1)CC(=O)O (2-(4-methylcyclohexyl)acetic acid). Product: COC1=CC=C(C=C1)C1=NN(C(C2=CC=CC=C12)=O)NC(CC1CCC(CC1)C)=O (N-[4-(4-methoxyphenyl)-1-oxophthalazin-2(1H)-yl]-2-(4-methylcyclohexyl)acetamide). Starting materials: COc1c2ccc([N+](=O)[O-])cc2nn1CC(C)(C#N)NC(=O)c1ccc(OC(F)(F)F)cc1, CO. Product: COc1c2ccc(N)cc2nn1CC(C)(C#N)NC(=O)c1ccc(OC(F)(F)F)cc1. Reaction SMILES: [C:1](#[N:2])[C:3]([CH2:4][n:5]1[n:6][c:7]2[cH:8][c:9]([N+:16]([O-:17])=[O:18])[cH:10][cH:11][c:12]2[c:13]1[O:14][CH3:15])([CH3:19])[NH:20][C:21]([c:22]1[cH:23][cH:24][c:25]([O:28][C:29]([F:30])([F:31])[F:32])[cH:26][cH:27]1)=[O:33].[CH3:34][OH:35]>>[C:1](#[N:2])[C:3]([CH2:4][n:5]1[n:6][c:7]2[cH:8][c:9]([NH2:16])[cH:10][cH:11][c:12]2[c:13]1[O:14][CH3:15])([CH3:19])[NH:20][C:21]([c:22]1[cH:23][cH:24][c:25]([O:28][C:29]([F:30])([F:31])[F:32])[cH:26][cH:27]1)=[O:33]. Reactants: CCCCP(CCCC)CCCC, CCOCC, O=C(N=NC(=O)N1CCCCC1)N1CCCCC1, C1CCOC1, OCc1ccccc1, COc1cc(O)cc(OC)c1C=O. Yields the product COc1cc(OCc2ccccc2)cc(OC)c1C=O. RXN SMILES: [CH2:22]([P:23]([CH2:24][CH2:25][CH2:26][CH3:27])[CH2:28][CH2:29][CH2:30][CH3:31])[CH2:32][CH2:33][CH3:34].[CH3:58][CH2:59][O:60][CH2:61][CH3:62].[N:35]([C:36]([N:37]1[CH2:38][CH2:39][CH2:40][CH2:41][CH2:42]1)=[O:43])=[N:44][C:45]([N:46]1[CH2:47][CH2:48][CH2:49][CH2:50][CH2:51]1)=[O:52].[O:53]1[CH2:54][CH2:55][CH2:56][CH2:57]1.[OH:14][CH2:15][c:16]1[cH:17][cH:18][cH:19][cH:20][cH:21]1.[OH:1][c:2]1[cH:3][c:4]([O:12][CH3:13])[c:5]([CH:6]=[O:7])[c:8]([O:10][CH3:11])[cH:9]1>>[O:1]([c:2]1[cH:3][c:4]([O:12][CH3:13])[c:5]([CH:6]=[O:7])[c:8]([O:10][CH3:11])[cH:9]1)[CH2:15][c:16]1[cH:17][cH:18][cH:19][cH:20][cH:21]1.